From a dataset of the Open Reaction Database (ORD), a public repository of structured organic reaction records. describe an organic reaction: reactants, conditions, products, and yield Isolated yield 92.3%. Reagents/catalysts: [Pd] (palladium on carbon). Starting materials: [N+](=O)([O-])C1=CC2=C(NC(CO2)=O)C=C1 (7-Nitro-4H-benzo[1,4]oxazin-3-one), CO (MeOH). As a reaction SMILES: [N+:1]([C:4]1[CH:14]=[CH:13][C:7]2[NH:8][C:9](=[O:12])[CH2:10][O:11][C:6]=2[CH:5]=1)([O-])=O.CO>[Pd].CCOC(C)=O>[NH2:1][C:4]1[CH:14]=[CH:13][C:7]2[NH:8][C:9](=[O:12])[CH2:10][O:11][C:6]=2[CH:5]=1. Reported procedure: 7-Nitro-4H-benzo[1,4]oxazin-3-one (0.65 g, 3.3 mmol) and 10% palladium on carbon (0.13 g) were combined in EtOAc (15 mL) and MeOH (15 mL) and hydrogenated for 2 h at atmospheric pressure. The catalyst was removed by filtration through celite and the filtrate reduced in vacuo to yield the title compound as a colourless oil (0.50 g, 91%). δH (DMSO-d6) 4.42 (2H, s), 4.89 (2H, br s), 6.13-6.20 (2H, m), 6.56 (1H, d, J 8.1 Hz), 10.27 (1H, br s). Run in CCOC(=O)C (EtOAc). Product: NC1=CC2=C(NC(CO2)=O)C=C1 (7-Amino-4H-benzo[1,4]oxazin-3-one). Reactants: N1=C(N)N=C(N)N=C1N (melamine), O=P12OP3(=O)OP(=O)(O1)OP(=O)(O2)O3 (phosphorus pentoxide), dihydrate. Run at temperature 200 celsius, time 30 minute. Yields the product C1(=NC(=NC(=N1)N)N)N.OP(=O)(O)O (melamine polyphosphate). Reaction SMILES: [N:1]1[C:8]([NH2:9])=[N:7][C:5]([NH2:6])=[N:4][C:2]=1[NH2:3].[O:10]=[P:11]12[O:22]P3(OP(OP(O3)([O:18]1)=O)(=O)[O:12]2)=O>>[C:2]1([NH2:3])[N:4]=[C:5]([NH2:6])[N:7]=[C:8]([NH2:9])[N:1]=1.[OH:12][P:11]([OH:22])([OH:18])=[O:10] |f:2.3|. Reported procedure: 3780 g melamine (30 mol.) are mixed with 2130 g (15 mol.) phosphorus pentoxide in a laboratory ploughshare mixer with an effective volume of 10 l and thermal oil-heated double jacket and heated to a temperature of 200° C. Within 30 min, 630 g (5 mol.) oxalic dihydrate are then added. After a secondary reaction time of a further 15 min, the melamine polyphosphate formed was removed from the mixer. The reactants are COC(\C=C\C=1C=C2C(CC3(CN(C3)CC3=CC=CC=C3)OC2=CC1)=O)=O ((E)-3-[1′-Benzyl-4-oxo-spiro(chromane-2,3′-azetidine)-6-yl]-acrylic acid methyl ester), Cl (HCl). Run in C(C)(=O)O (acetic acid). Conditions: temperature 85 celsius. Yields the product C(C1=CC=CC=C1)N1CC2(C1)OC1=CC=C(C=C1C(C2)=O)/C=C/C(=O)O ((E)-3-[1′-benzyl-4-oxo-spiro(chromane-2,3′-azetidine)-6-yl]-acrylic acid). The yield is 94.8%. Reaction SMILES: C[O:2][C:3](=[O:27])/[CH:4]=[CH:5]/[C:6]1[CH:7]=[C:8]2[C:23](=[CH:24][CH:25]=1)[O:22][C:11]1([CH2:14][N:13]([CH2:15][C:16]3[CH:21]=[CH:20][CH:19]=[CH:18][CH:17]=3)[CH2:12]1)[CH2:10][C:9]2=[O:26].Cl>C(O)(=O)C>[CH2:15]([N:13]1[CH2:14][C:11]2([CH2:10][C:9](=[O:26])[C:8]3[C:23](=[CH:24][CH:25]=[C:6](/[CH:5]=[CH:4]/[C:3]([OH:27])=[O:2])[CH:7]=3)[O:22]2)[CH2:12]1)[C:16]1[CH:17]=[CH:18][CH:19]=[CH:20][CH:21]=1. Procedure: (E)-3-[1′-Benzyl-4-oxo-spiro(chromane-2,3′-azetidine)-6-yl]-acrylic acid methyl ester (540 mg, 1.48 mmol) was dissolved in acetic acid (10 ml), then 6 M HCl (10 ml) was added and the resulting suspension was heated to 85° C. for 4 h. The solvents were evaporated and the residue was dried under vacuum, giving (E)-3-[1′-benzyl-4-oxo-spiro(chromane-2,3′-azetidine)-6-yl]-acrylic acid (490 mg, hydrochloride salt) as a light yellow solid.